This data is from the Open Reaction Database (ORD), a public repository of structured organic reaction records. The task is: describe an organic reaction: reactants, conditions, products, and yield Reaction conditions: time 8 hour. Procedure details: To a solution of N-(3-(1H-tetrazol-1-yl)propyl)-2-fluoro-4-nitroaniline (0.36 g, 1.35 mmol) in THF (10 mL) was added catalyst Pd/C (0.12 g). The reaction mixture was stirred at rt under H2 overnight. The mixture was filtered, and the filtrate was concentrated in vacuo. The residue was purified by a silica gel column chromatography (PE/EtOAc (V/V)=2:1) to give the title compound as red oil (0.20 g, 63%). RXN SMILES: [N:1]1([CH2:6][CH2:7][CH2:8][NH:9][C:10]2[CH:15]=[CH:14][C:13]([N+:16]([O-])=O)=[CH:12][C:11]=2[F:19])[CH:5]=[N:4][N:3]=[N:2]1>C1COCC1.[Pd]>[N:1]1([CH2:6][CH2:7][CH2:8][NH:9][C:10]2[CH:15]=[CH:14][C:13]([NH2:16])=[CH:12][C:11]=2[F:19])[CH:5]=[N:4][N:3]=[N:2]1. Starting materials: N1(N=NN=C1)CCCNC1=C(C=C(C=C1)[N+](=O)[O-])F (N-(3-(1H-tetrazol-1-yl)propyl)-2-fluoro-4-nitroaniline). Reagents/catalysts: [Pd] (Pd/C). The product is N1(N=NN=C1)CCCNC1=C(C=C(C=C1)N)F (N1-(3-(1H-tetrazol-1-yl)propyl)-2-fluorobenzene-1,4-diamine). Isolated yield 62.7%. Run in C1CCOC1 (THF). Starting materials: [Al+3], C1CCOC1, [H-], [H-], [H-], [H-], [Li+], [Na+], [OH-], O, O=C1Nc2ccccc2Cn2c1cc1ccccc12. Yields the product c1ccc2c(c1)Cn1c(cc3ccccc31)CN2. As a reaction SMILES: [Al+3:21].[CH2:26]1[O:27][CH2:28][CH2:29][CH2:30]1.[H-:20].[H-:23].[H-:24].[H-:25].[Li+:22].[Na+:32].[OH-:31].[OH2:33].[cH:1]1[c:2]2[cH:3][c:4]3[n:10]([c:11]2[cH:12][cH:13][cH:14]1)[CH2:9][c:8]1[c:7]([cH:18][cH:17][cH:16][cH:15]1)[NH:6][C:5]3=[O:19]>>[cH:1]1[c:2]2[cH:3][c:4]3[n:10]([c:11]2[cH:12][cH:13][cH:14]1)[CH2:9][c:8]1[c:7]([cH:18][cH:17][cH:16][cH:15]1)[NH:6][CH2:5]3. Starting materials: CC(C)(C)OC(=O)NC1CCC(Nc2ncc3c(-c4ccnc(NCc5ccccc5)n4)n[nH]c3n2)CC1, CO, Cl. The product is NC1CCC(Nc2ncc3c(-c4ccnc(NCc5ccccc5)n4)n[nH]c3n2)CC1. RXN SMILES: [C:1]([O:2][C:3](=[O:4])[NH:7][CH:8]1[CH2:9][CH2:10][CH:11]([NH:14][c:15]2[n:16][cH:17][c:18]3[c:19]([n:20]2)[nH:21][n:22][c:23]3-[c:24]2[n:25][c:26]([NH:30][CH2:31][c:32]3[cH:33][cH:34][cH:35][cH:36][cH:37]3)[n:27][cH:28][cH:29]2)[CH2:12][CH2:13]1)([CH3:5])([CH3:6])[CH3:38].[CH3:39][OH:40].[ClH:41]>>[NH2:7][CH:8]1[CH2:9][CH2:10][CH:11]([NH:14][c:15]2[n:16][cH:17][c:18]3[c:19]([n:20]2)[nH:21][n:22][c:23]3-[c:24]2[n:25][c:26]([NH:30][CH2:31][c:32]3[cH:33][cH:34][cH:35][cH:36][cH:37]3)[n:27][cH:28][cH:29]2)[CH2:12][CH2:13]1. Starting materials: COC(C1=CC=C(C=C1)[C@@H]1CC[C@H](CC1)OCC=1C(=NOC1C1CC1)C1=C(C=CC=C1Cl)Cl)=O (Trans-4-{4-[5-cyclopropyl-3-(2,6-dichloro-phenyl)-isoxazol-4-ylmethoxy]-cyclohexyl}-benzoic acid methyl ester), [OH-].[Na+] (NaOH). The solvent is O1CCCC1 (tetrahydrofuran), CO (methanol). Reaction conditions: temperature 52 celsius. The product is C1(CC1)C1=C(C(=NO1)C1=C(C=CC=C1Cl)Cl)CO[C@@H]1CC[C@H](CC1)C1=CC=C(C(=O)O)C=C1 (Trans-4-{4-[5-Cyclopropyl-3-(2,6-dichloro-phenyl)-isoxazol-4-ylmethoxy]-cyclohexyl}-benzoic acid). Isolated yield 78.2%. As a reaction SMILES: C[O:2][C:3](=[O:34])[C:4]1[CH:9]=[CH:8][C:7]([C@H:10]2[CH2:15][CH2:14][C@H:13]([O:16][CH2:17][C:18]3[C:19]([C:26]4[C:31]([Cl:32])=[CH:30][CH:29]=[CH:28][C:27]=4[Cl:33])=[N:20][O:21][C:22]=3[CH:23]3[CH2:25][CH2:24]3)[CH2:12][CH2:11]2)=[CH:6][CH:5]=1.[OH-].[Na+]>O1CCCC1.CO>[CH:23]1([C:22]2[O:21][N:20]=[C:19]([C:26]3[C:31]([Cl:32])=[CH:30][CH:29]=[CH:28][C:27]=3[Cl:33])[C:18]=2[CH2:17][O:16][C@H:13]2[CH2:14][CH2:15][C@H:10]([C:7]3[CH:6]=[CH:5][C:4]([C:3]([OH:34])=[O:2])=[CH:9][CH:8]=3)[CH2:11][CH2:12]2)[CH2:25][CH2:24]1 |f:1.2|. Procedure: Trans-4-{4-[5-cyclopropyl-3-(2,6-dichloro-phenyl)-isoxazol-4-ylmethoxy]-cyclohexyl}-benzoic acid methyl ester (823.31 μmoles; 412.00 mg) is dissolved in tetrahydrofuran (8 mL) and methanol (10 mL). 2N aqueous NaOH (2.5 mL, 5 mmol) is added and the mixture is heated to 52° C. for 2 h. The reaction mixture is cooled and concentrated under reduced pressure. The residue is diluted with water (10 mL) and acidified with 5N HCl (1 mL). The solid is collected by filtration, washed with water, and dried ... The reactants are FC1=CC=C(C=C1)SC1C(NC(S1)=O)=O (5-(4-fluorophenyl-sulfanyl)-thiazolidine-2,4-dione), CC1=CC(=CC=C1)SC2C(=O)NC(=O)S2 (5-(Toluene-3-sulfanyl)-thiazolidine-2,4-dione), ClC1=CC=C(C=C1)C#CCBr ([3-(4-chlorophenyl)-prop-2-ynyl]-bromide), FC=1C=C(C=C(C1)F)C#CCBr ([3-(3,5-Bis(fluoro)phenyl)-prop-2-ynyl]-bromide). Yields the product ClC1=CC=C(C=C1)C#CCC1(C(NC(S1)=O)=O)SC1=CC=C(C=C1)F (5-[3-(4-Chlorophenyl)-prop-2-ynyl]-5-(4-fluorophenyl-sulfanyl)-thiazolidine-2,4-dione). Reaction SMILES: [F:1][C:2]1[CH:7]=[CH:6][C:5]([S:8][CH:9]2[S:13][C:12](=[O:14])[NH:11][C:10]2=[O:15])=[CH:4][CH:3]=1.CC1C=CC=C(SC2SC(=O)NC2=O)C=1.[Cl:31][C:32]1[CH:37]=[CH:36][C:35]([C:38]#[C:39][CH2:40]Br)=[CH:34][CH:33]=1.FC1C=C(C#CCBr)C=C(F)C=1>>[Cl:31][C:32]1[CH:37]=[CH:36][C:35]([C:38]#[C:39][CH2:40][C:9]2([S:8][C:5]3[CH:4]=[CH:3][C:2]([F:1])=[CH:7][CH:6]=3)[S:13][C:12](=[O:14])[NH:11][C:10]2=[O:15])=[CH:34][CH:33]=1. Reported procedure: Prepared from 5-(4-fluorophenyl-sulfanyl)-thiazolidine-2,4-dione of formula (III), Example 5 and [3-(4-chlorophenyl)-prop-2-ynyl]-bromide of formula (IX), from Example 21: mp 116°-117° C.; Anal. Calc. for C18H11ClFNO2S2 : C, 55.17; H, 2.83; N, 3.57; Found: C, 54.58; H, 2.65; N, 3.39. Reactants: COC(NC(C(C)C)C(=O)N1CN(CC1C=1NC=C(N1)C1=CC=C(C=C1)Br)C(C1=CC=CC=C1)=O)=O ({1-[1′-Benzoyl-4-(4-bromo-phenyl)-1′,2′,4′,5′-tetrahydro-1H-[2,4′]biimidazolyl-3′-carbonyl]-2-methyl-propyl}-carbamic acid methyl ester), COCCOC (DME), COC(NC(C(C)C)C(=O)N1C(CCC1)C=1NC=C(N1)C1=CC=C(C=C1)B1OC(C(O1)(C)C)(C)C)=O ([2-Methyl-1-(2-{4-[4-(4,4,5,5-tetramethyl-[1,3,2]dioxaborolan-2-yl)-phenyl]-1H-imidazol-2-yl}-pyrrolidine-1-carbonyl)-propyl]-carbamic acid methyl ester), C([O-])([O-])=O.[K+].[K+] (Potassium carbonate). The reagents and catalysts are C=1C=CC(=CC1)[P](C=2C=CC=CC2)(C=3C=CC=CC3)[Pd]([P](C=4C=CC=CC4)(C=5C=CC=CC5)C=6C=CC=CC6)([P](C=7C=CC=CC7)(C=8C=CC=CC8)C=9C=CC=CC9)[P](C=1C=CC=CC1)(C=1C=CC=CC1)C=1C=CC=CC1 (Pd(PPh3)4). The solvent is O (water). Reaction conditions: temperature 120 celsius. The product is COC(NC(C(C)C)C(=O)N1CN(CC1C=1NC(=CN1)C1=CC=C(C=C1)C1=CC=C(C=C1)C=1NC(=NC1)C1N(CCC1)C(C(C(C)C)NC(=O)OC)=O)C(C1=CC=CC=C1)=O)=O ({1-[1′-Benzoyl-5-(4′-{2-[1-(2-methoxycarbonylamino-3-methyl-butyryl)-pyrrolidin-2-yl]-3H-imidazol-4-yl}-biphenyl-4-yl)-1′,2′,4′,5′-tetrahydro-1H-[2,4]biimidazolyl-3′-carbonyl]-2-methyl-propyl}-carbamic acid methyl ester). Reaction SMILES: [CH3:1][O:2][C:3](=[O:36])[NH:4][CH:5]([C:9]([N:11]1[CH:15]([C:16]2[NH:17][CH:18]=[C:19]([C:21]3[CH:26]=[CH:25][C:24](Br)=[CH:23][CH:22]=3)[N:20]=2)[CH2:14][N:13]([C:28](=[O:35])[C:29]2[CH:34]=[CH:33][CH:32]=[CH:31][CH:30]=2)[CH2:12]1)=[O:10])[CH:6]([CH3:8])[CH3:7].[CH3:37][O:38][C:39](=[O:72])[NH:40][CH:41]([C:45]([N:47]1[CH2:51][CH2:50][CH2:49][CH:48]1[C:52]1[NH:53][CH:54]=[C:55]([C:57]2[CH:62]=[CH:61][C:60](B3OC(C)(C)C(C)(C)O3)=[CH:59][CH:58]=2)[N:56]=1)=[O:46])[CH:42]([CH3:44])[CH3:43].C(=O)([O-])[O-].[K+].[K+].COCCOC>C1C=CC([P]([Pd]([P](C2C=CC=CC=2)(C2C=CC=CC=2)C2C=CC=CC=2)([P](C2C=CC=CC=2)(C2C=CC=CC=2)C2C=CC=CC=2)[P](C2C=CC=CC=2)(C2C=CC=CC=2)C2C=CC=CC=2)(C2C=CC=CC=2)C2C=CC=CC=2)=CC=1.O>[CH3:1][O:2][C:3](=[O:36])[NH:4][CH:5]([C:9]([N:11]1[CH:15]([C:16]2[NH:20][C:19]([C:21]3[CH:26]=[CH:25][C:24]([C:60]4[CH:61]=[CH:62][C:57]([C:55]5[NH:56][C:52]([CH:48]6[CH2:49][CH2:50][CH2:51][N:47]6[C:45](=[O:46])[CH:41]([NH:40][C:39]([O:38][CH3:37])=[O:72])[CH:42]([CH3:44])[CH3:43])=[N:53][CH:54]=5)=[CH:58][CH:59]=4)=[CH:23][CH:22]=3)=[CH:18][N:17]=2)[CH2:14][N:13]([C:28](=[O:35])[C:29]2[CH:34]=[CH:33][CH:32]=[CH:31][CH:30]=2)[CH2:12]1)=[O:10])[CH:6]([CH3:8])[CH3:7] |f:2.3.4,^1:88,90,109,128|. Reported procedure: {1-[1′-Benzoyl-4-(4-bromo-phenyl)-1′,2′,4′,5′-tetrahydro-1H-[2,4′]biimidazolyl-3′-carbonyl]-2-methyl-propyl}-carbamic acid methyl ester (crude, <0.101 mmol) was combined with [2-Methyl-1-(2-{4-[4-(4,4,5,5-tetramethyl-[1,3,2]dioxaborolan-2-yl)-phenyl]-1H-imidazol-2-yl}-pyrrolidine-1-carbonyl)-propyl]-carbamic acid methyl ester (45.1 mg, 0.091 mmol) under an argon atmosphere. Potassium carbonate (27.8 mg, 0.202 mmol) and Pd(PPh3)4 (10 mg, 0.009 mmol) were added, followed by DME (2.0 mL) and water ... The reactants are CC(C)CCC(O)C(CC1CCCCC1)NC(=O)C(Cc1c[nH]cn1)N(C)C(=O)C(Cc1ccccc1)OC(=O)N(C)CCN(C)C(=O)OC(C)(C)C, O=C(O)C(F)(F)F. Yields the product CNCCN(C)C(=O)OC(Cc1ccccc1)C(=O)N(C)C(Cc1c[nH]cn1)C(=O)NC(CC1CCCCC1)C(O)CCC(C)C. RXN SMILES: [CH3:1][N:2]([CH2:3][CH2:4][N:5]([CH3:6])[C:7]([O:8][C:9]([CH3:10])([CH3:11])[CH3:12])=[O:13])[C:14](=[O:15])[O:16][CH:17]([C:18](=[O:19])[N:20]([CH:21]([CH2:22][c:23]1[cH:24][nH:25][cH:26][n:27]1)[C:28](=[O:29])[NH:30][CH:31]([CH2:32][CH:33]1[CH2:34][CH2:35][CH2:36][CH2:37][CH2:38]1)[CH:39]([CH2:40][CH2:41][CH:42]([CH3:43])[CH3:44])[OH:45])[CH3:46])[CH2:47][c:48]1[cH:49][cH:50][cH:51][cH:52][cH:53]1.[OH:54][C:55]([C:56]([F:57])([F:58])[F:59])=[O:60]>>[CH3:1][N:2]([CH2:3][CH2:4][NH:5][CH3:6])[C:14](=[O:15])[O:16][CH:17]([C:18](=[O:19])[N:20]([CH:21]([CH2:22][c:23]1[cH:24][nH:25][cH:26][n:27]1)[C:28](=[O:29])[NH:30][CH:31]([CH2:32][CH:33]1[CH2:34][CH2:35][CH2:36][CH2:37][CH2:38]1)[CH:39]([CH2:40][CH2:41][CH:42]([CH3:43])[CH3:44])[OH:45])[CH3:46])[CH2:47][c:48]1[cH:49][cH:50][cH:51][cH:52][cH:53]1.